From a dataset of the Open Reaction Database (ORD), a public repository of structured organic reaction records. describe an organic reaction: reactants, conditions, products, and yield The reactants are CCN=C=NCCCN(C)C, CCOC(C)=O, Cl, O=C(O)c1cc(-c2ccnc(Nc3cccc(OC(F)(F)C(F)F)c3)n2)ccn1, NCCO, CN(C)C=O, O=C1CCC(=O)N1O. Product: O=C(NCCO)c1cc(-c2ccnc(Nc3cccc(OC(F)(F)C(F)F)c3)n2)ccn1. As a reaction SMILES: [CH2:31]([N:32]=[C:33]=[N:34][CH2:35][CH2:36][CH2:37][N:38]([CH3:39])[CH3:40])[CH3:41].[CH3:59][CH2:60][O:61][C:62](=[O:63])[CH3:64].[ClH:30].[F:1][C:2]([CH:3]([F:4])[F:5])([O:6][c:7]1[cH:8][c:9]([NH:13][c:14]2[n:15][cH:16][cH:17][c:18](-[c:20]3[cH:21][c:22]([C:26](=[O:27])[OH:28])[n:23][cH:24][cH:25]3)[n:19]2)[cH:10][cH:11][cH:12]1)[F:29].[NH2:50][CH2:51][CH2:52][OH:53].[O:54]=[CH:55][N:56]([CH3:57])[CH3:58].[OH:42][N:43]1[C:44](=[O:45])[CH2:46][CH2:47][C:48]1=[O:49]>>[F:1][C:2]([CH:3]([F:4])[F:5])([O:6][c:7]1[cH:8][c:9]([NH:13][c:14]2[n:15][cH:16][cH:17][c:18](-[c:20]3[cH:21][c:22]([C:26](=[O:27])[NH:50][CH2:51][CH2:52][OH:53])[n:23][cH:24][cH:25]3)[n:19]2)[cH:10][cH:11][cH:12]1)[F:29].